This data is from the Open Reaction Database (ORD), a public repository of structured organic reaction records. The task is: describe an organic reaction: reactants, conditions, products, and yield RXN SMILES: C(OC([N:8]1[CH2:12][C@@H:11]([O:13][CH3:14])[C@H:10]([N:15]([CH3:17])[CH3:16])[CH2:9]1)=O)(C)(C)C.[C:18]([OH:24])([C:20]([F:23])([F:22])[F:21])=[O:19]>C(Cl)Cl>[F:21][C:20]([F:23])([F:22])[C:18]([O-:24])=[O:19].[CH3:16][N:15]([CH3:17])[C@H:10]1[C@H:11]([O:13][CH3:14])[CH2:12][NH2+:8][CH2:9]1 |f:3.4|. The reactants are C(C)(C)(C)OC(=O)N1C[C@H]([C@@H](C1)OC)N(C)C (racemic (trans)-tert-butyl-3-(dimethylamino)-4-methoxypyrrolidine-1-carboxylate), C(=O)(C(F)(F)F)O (TFA). Procedure: To a solution of racemic (trans)-tert-butyl-3-(dimethylamino)-4-methoxypyrrolidine-1-carboxylate (0.68 g, 2.8 mmol) in DCM (4.0 mL) was added TFA (2.1 mL, 28 mmol), and the reaction mixture was stirred at room temperature for 18 h. Then, the reaction mixture was concentrated under reduced pressure to provide racemic (trans)-3-(dimethylamino)-4-methoxypyrrolidin-1-ium 2,2,2-trifluoroacetate. 1H NMR (400 MHz, DEUTERIUM OXIDE) δ ppm 4.42-4.48 (m, 1 H), 3.96-4.05 (m, 2 H), 3.60 (d, J=5.4 Hz, 2 H), 3... The solvent is C(Cl)Cl (DCM). Run at time 18 hour. Product: FC(C(=O)[O-])(F)F.CN([C@@H]1C[NH2+]C[C@H]1OC)C (racemic (trans)-3-(dimethylamino)-4-methoxypyrrolidin-1-ium 2,2,2-trifluoroacetate). Starting materials: [H][H] (hydrogen), 100, ClC1=C(C=C(C=C1[N+](=O)[O-])C(C)(C)C)[N+](=O)[O-] (2-chloro-5-(1,1-dimethylethyl)-1,3-dinitrobenzene). The reagents and catalysts are ruthenium-on-charcoal. The solvent is CO (methanol). The product is 69, ClC1=C(C=C(C=C1[N+](=O)[O-])C(C)(C)C)N (2-chloro-5-(1,1-dimethylethyl)-3-nitrobenzenamine). Yield: 78.0%. Reaction SMILES: [Cl:1][C:2]1[C:7]([N+:8]([O-])=O)=[CH:6][C:5]([C:11]([CH3:14])([CH3:13])[CH3:12])=[CH:4][C:3]=1[N+:15]([O-:17])=[O:16].[H][H]>CO>[Cl:1][C:2]1[C:3]([N+:15]([O-:17])=[O:16])=[CH:4][C:5]([C:11]([CH3:13])([CH3:12])[CH3:14])=[CH:6][C:7]=1[NH2:8]. Procedure details: A mixture of 100 parts of 2-chloro-5-(1,1-dimethylethyl)-1,3-dinitrobenzene and 800 parts of methanol is hydrogenated at normal pressure and at room temperature with 10 parts of ruthenium-on-charcoal catalyst 10%. After the calculated amount of hydrogen is taken up, the catalyst is filtered off and the filtrate is evaporated. The residue is purified by column-chromatography over silica gel using trichloromethane as eluent. The pure fractions are collected and the eluent is evaporated, yielding 6... The product is O=C(OC)C[C@@H](C%14CC%14)C%15=CC=CC(OC(C)C%16=CC=CN=C%16)=C%15. Starting materials: CC(Cl)c1cccnc1, OC1=CC([C@H](C2CC2)CC(OC)=O)=CC=C1. Conditions: temperature 70 celsius, time 16 hour. The reagents and catalysts are O=C([O-])[O-].[Cs+].[Cs+] (cesium carbonate), [I-].[K+] (potassium iodide). The solvent is CN(C)C=O (DMF), CN(C)C=O (dmf), CN(C)C=O (DMF). The reactants are [BH4-], C1CCOC1, COc1ccc(C#CC(C)C)c([N+](=O)[O-])c1, CCO, [Na+], Cl[Sn]Cl. Yields the product COc1ccc(C#CC(C)C)c(N)c1. Reaction SMILES: [BH4-:20].[CH2:22]1[O:23][CH2:24][CH2:25][CH2:26]1.[CH3:1][O:2][c:3]1[cH:4][c:5]([N+:14]([O-:15])=[O:16])[c:6]([C:9]#[C:10][CH:11]([CH3:12])[CH3:13])[cH:7][cH:8]1.[CH3:27][CH2:28][OH:29].[Na+:21].[Sn:17]([Cl:18])[Cl:19]>>[CH3:1][O:2][c:3]1[cH:4][c:5]([NH2:14])[c:6]([C:9]#[C:10][CH:11]([CH3:12])[CH3:13])[cH:7][cH:8]1.